Task: describe an organic reaction: reactants, conditions, products, and yield. Dataset: the Open Reaction Database (ORD), a public repository of structured organic reaction records The reactants are COC1=CC=C(C=N1)C=1C=C2C(CC3(CCN(CC3)C(=O)OC(C)(C)C)OC2=CC1)=O (Tert-Butyl 6-[6-(methoxy)pyridin-3-yl]-4-oxo-spiro[chroman-2,4′-piperidine]-1′-carboxylate), Cl (HCl). Conditions: time 20 hour. Yields the product Cl.O=C1C=CC(=CN1)C=1C=C2C(CC3(CCNCC3)OC2=CC1)=O (6-(6-Oxo-1,6-dihydropyridin-3-yl)spiro[chroman-2,4′-piperidin]-4-one hydrochloride). RXN SMILES: C[O:2][C:3]1[N:8]=[CH:7][C:6]([C:9]2[CH:10]=[C:11]3[C:28](=[CH:29][CH:30]=2)[O:27][C:14]2([CH2:19][CH2:18][N:17](C(OC(C)(C)C)=O)[CH2:16][CH2:15]2)[CH2:13][C:12]3=[O:31])=[CH:5][CH:4]=1.[ClH:32]>>[ClH:32].[O:2]=[C:3]1[NH:8][CH:7]=[C:6]([C:9]2[CH:10]=[C:11]3[C:28](=[CH:29][CH:30]=2)[O:27][C:14]2([CH2:19][CH2:18][NH:17][CH2:16][CH2:15]2)[CH2:13][C:12]3=[O:31])[CH:5]=[CH:4]1 |f:2.3|. Procedure details: Tert-Butyl 6-[6-(methoxy)pyridin-3-yl]-4-oxo-spiro[chroman-2,4′-piperidine]-1′-carboxylate (550 mg) was suspended in conc. HCl aq. (10 ml) and stirred at 100 deg. for 20 h. After removal of the solvent, the resulted solid was washed with MeOH and Et2O to obtain the intended compound as a colorless solid. Reactants: FC(OC1=CC=C(C=O)C=C1)F (4-(difluoromethoxy)benzaldehyde), C(C)(C)C1=CC=C(N)C=C1 (4-isopropylaniline). The product is FC(OC1=CC=C(CNC2=CC=C(C=C2)C(C)C)C=C1)F (N-[4-(Difluoromethoxy)benzyl]-4-isopropylaniline). Reaction SMILES: [F:1][CH:2]([F:12])[O:3][C:4]1[CH:11]=[CH:10][C:7]([CH:8]=O)=[CH:6][CH:5]=1.[CH:13]([C:16]1[CH:22]=[CH:21][C:19]([NH2:20])=[CH:18][CH:17]=1)([CH3:15])[CH3:14]>>[F:1][CH:2]([F:12])[O:3][C:4]1[CH:11]=[CH:10][C:7]([CH2:8][NH:20][C:19]2[CH:21]=[CH:22][C:16]([CH:13]([CH3:15])[CH3:14])=[CH:17][CH:18]=2)=[CH:6][CH:5]=1. Procedure details: Following the procedure described in Example 1A, step 1, 4-(difluoromethoxy)benzaldehyde and 4-isopropylaniline gave the title compound as a pale yellow oil. The reactants are FC1=C(CN2CC(CC(C2)C)C(=O)OC)C=CC=C1 (methyl 1-(2-fluorobenzyl)-5-methylpiperidine-3-carboxylate), [Li+].[OH-] (LiOH). Run in C1CCOC1.O (THF H2O). Run at time 8 hour. Product: FC1=C(CN2CC(CC(C2)C)C(=O)O)C=CC=C1 (1-(2-fluorobenzyl)-5-methylpiperidine-3-carboxylic acid). RXN SMILES: [F:1][C:2]1[CH:19]=[CH:18][CH:17]=[CH:16][C:3]=1[CH2:4][N:5]1[CH2:10][CH:9]([CH3:11])[CH2:8][CH:7]([C:12]([O:14]C)=[O:13])[CH2:6]1.[Li+].[OH-]>C1COCC1.O>[F:1][C:2]1[CH:19]=[CH:18][CH:17]=[CH:16][C:3]=1[CH2:4][N:5]1[CH2:10][CH:9]([CH3:11])[CH2:8][CH:7]([C:12]([OH:14])=[O:13])[CH2:6]1 |f:1.2,3.4|. Reported procedure: To methyl 1-(2-fluorobenzyl)-5-methylpiperidine-3-carboxylate (0.5 mmol), LiOH (1 mmol) in 2 ml THF/H2O (1:1) was added. The reaction was stirred overnight. The solvent was removed under vacuo. The crude product was progressed to the next step without further purification. Reactants: NC(CC(=O)OCC)C1=CC(=CC(=C1)Cl)Cl (ethyl 3-amino-3-(3,5-dichlorophenyl)propionate), C(C1=CC=CC=C1)OCC(C(=O)O)NC(=O)OCCCNC1=NC=CC=C1 (3-benzyloxy-2-[3-(pyridin-2-ylamino)propoxycarbonylamino]propionic acid), Cl.CN(CCCN=C=NCC)C (N-(3-dimethylaminopropyl)-N′-ethylcarbodiimide hydrochloride), CN1CCOCC1 (4-methylmorpholine). Run in CN(C)C=O (DMF). Reaction conditions: temperature 50 celsius, time 8 hour. The product is C(C1=CC=CC=C1)OCC(C(=O)NC(CC(=O)OCC)C1=CC(=CC(=C1)Cl)Cl)NC(=O)OCCCNC1=NC=CC=C1 (ethyl 3-{3-benzyloxy-2-[3-(pyridin-2-ylamino)propoxycarbonylamino]propanoylamino}-3-(3,5-dichlorophenyl)propionate). Reaction SMILES: [NH2:1][CH:2]([C:9]1[CH:14]=[C:13]([Cl:15])[CH:12]=[C:11]([Cl:16])[CH:10]=1)[CH2:3][C:4]([O:6][CH2:7][CH3:8])=[O:5].[CH2:17]([O:24][CH2:25][CH:26]([NH:30][C:31]([O:33][CH2:34][CH2:35][CH2:36][NH:37][C:38]1[CH:43]=[CH:42][CH:41]=[CH:40][N:39]=1)=[O:32])[C:27](O)=[O:28])[C:18]1[CH:23]=[CH:22][CH:21]=[CH:20][CH:19]=1.Cl.CN(C)CCCN=C=NCC.CN1CCOCC1>CN(C=O)C>[CH2:17]([O:24][CH2:25][CH:26]([NH:30][C:31]([O:33][CH2:34][CH2:35][CH2:36][NH:37][C:38]1[CH:43]=[CH:42][CH:41]=[CH:40][N:39]=1)=[O:32])[C:27]([NH:1][CH:2]([C:9]1[CH:10]=[C:11]([Cl:16])[CH:12]=[C:13]([Cl:15])[CH:14]=1)[CH2:3][C:4]([O:6][CH2:7][CH3:8])=[O:5])=[O:28])[C:18]1[CH:23]=[CH:22][CH:21]=[CH:20][CH:19]=1 |f:2.3|. Procedure details: 119.44 mg of ethyl 3-amino-3-(3,5-dichlorophenyl)propionate, 0.164 g of 3-benzyloxy-2-[3-(pyridin-2-ylamino)propoxycarbonylamino]propionic acid, 10.00 ml of DMF, 0.084 g of N-(3-dimethylaminopropyl)-N′-ethylcarbodiimide hydrochloride and 0.097 ml of 4-methylmorpholine are reacted together with stirring firstly for 1.5 hours at 50° C. and subsequently overnight at room temperature. After removal of the DMF by distillation, the residue is taken up in ethyl acetate, washed with water, evaporated to... The reactants are COC(CNC(CNC(=O)OC(C)(C)C)=O)=O (N-tert-butoxycarbonyl glycyl glycine methyl ester), C(=O)(C(F)(F)F)O (TFA), C(=O)(C(F)(F)F)O (TFA). Solvent: C(Cl)Cl (CH2Cl2). The product is FC(C(=O)O)(F)F.COC(CNC(CN)=O)=O (Glycyl glycine methyl ester trifluoroacetate). Reaction SMILES: [CH3:1][O:2][C:3](=[O:17])[CH2:4][NH:5][C:6](=[O:16])[CH2:7][NH:8]C(OC(C)(C)C)=O.[C:18]([OH:24])([C:20]([F:23])([F:22])[F:21])=[O:19]>C(Cl)Cl>[F:21][C:20]([F:23])([F:22])[C:18]([OH:24])=[O:19].[CH3:1][O:2][C:3](=[O:17])[CH2:4][NH:5][C:6](=[O:16])[CH2:7][NH2:8] |f:3.4|. Reported procedure: N-tert-butoxycarbonyl glycyl glycine methyl ester 19 (9.20 g, 37.4 mmol) was dissolved in a 50% (v/v) solution of TFA in CH2Cl2 (120 mL) at room temperature. The reaction mixture was stirred for 1 h 30 min before the solvent and bulk of excess TFA were evaporated. The residue was washed with Et2O (3×50 mL) and CH2Cl2 (50 mL) and dried affording the title compound as a slightly reddish viscous liquid in quantitative yield and with spectral characteristics in accordance with literature data.9; δH ... Reactants: CC1=CC=C(C=C1)S(=O)(=O)N(C)N=O (diazald), C[C@H](CCC(=O)O)[C@H]1CC[C@@H]2[C@@]1([C@H](C[C@H]3[C@H]2CC[C@H]4[C@@]3(CC[C@H](C4)O)C)O)C (Deoxycholic acid), [N+](=[N-])=C (diazomethane). Solvent: C1CCOC1 (THF), CCOCC (ether). Yields the product C[C@H](CCC(=O)OC)[C@H]1CC[C@@H]2[C@@]1([C@H](C[C@H]3[C@H]2CC[C@H]4[C@@]3(CC[C@H](C4)O)C)O)C (methyl deoxycholate). RXN SMILES: [CH3:1][C@@H:2]([C@@H:8]1[C@@:12]2([CH3:28])[C@@H:13]([OH:27])[CH2:14][C@@H:15]3[C@@:20]4([CH3:26])[CH2:21][CH2:22][C@@H:23]([OH:25])[CH2:24][C@H:19]4[CH2:18][CH2:17][C@H:16]3[C@@H:11]2[CH2:10][CH2:9]1)[CH2:3][CH2:4][C:5]([OH:7])=[O:6].[N+](=[CH2:31])=[N-].CC1C=CC(S(N(N=O)C)(=O)=O)=CC=1>C1COCC1.CCOCC>[CH3:1][C@@H:2]([C@@H:8]1[C@@:12]2([CH3:28])[C@@H:13]([OH:27])[CH2:14][C@@H:15]3[C@@:20]4([CH3:26])[CH2:21][CH2:22][C@@H:23]([OH:25])[CH2:24][C@H:19]4[CH2:18][CH2:17][C@H:16]3[C@@H:11]2[CH2:10][CH2:9]1)[CH2:3][CH2:4][C:5]([O:7][CH3:31])=[O:6]. Procedure: Deoxycholic acid (0.54 g, 1.4 mmol) in THF (10 ml) at 0° C. was treated dropwise with freshly prepared diazomethane in ether (prepared in the usual manner from diazald) until the yellow colour persisted. After 15 minutes at 0° C. the solvent was evaporated to yield a white foam (0.60 g). The compound would not recrystallise, although gas chromatography showed the product to be 99% pure. The product was further purified by preparative silica tlc. (solvent system: EtOAc/CH2Cl2 /AcOH--10:10:1) to a... Starting materials: BrC=1C=C(C=NC1OC)N (5-bromo-6-methoxypyridin-3-amine), CCN(C(C)C)C(C)C (DIEA), BrCCOCCBr (1-bromo-2-(2-bromoethoxy)ethane). Run in CN(C)C=O (DMF). Reaction conditions: temperature 120 celsius. Product: BrC=1C=C(C=NC1OC)N1CCOCC1 (4-(5-bromo-6-methoxypyridin-3-yl)morpholine). Yield: 53.0%. RXN SMILES: [Br:1][C:2]1[CH:3]=[C:4]([NH2:10])[CH:5]=[N:6][C:7]=1[O:8][CH3:9].CCN(C(C)C)C(C)C.Br[CH2:21][CH2:22][O:23][CH2:24][CH2:25]Br>CN(C=O)C>[Br:1][C:2]1[CH:3]=[C:4]([N:10]2[CH2:25][CH2:24][O:23][CH2:22][CH2:21]2)[CH:5]=[N:6][C:7]=1[O:8][CH3:9]. Reported procedure: To a solution of 5-bromo-6-methoxypyridin-3-amine (1.0 equiv.) in DMF was added DIEA (3.0 equiv.) and 1-bromo-2-(2-bromoethoxy)ethane (1.0 equiv.). The solution was heated to 120° C. for 24 hours. Upon cooling to room temperature, the reaction was partitioned between water and ethyl acetate, the aqueous phase was extracted three times with ethyl acetate, the organics were combined, dried with sodium sulfate, filtered and concentrated. The crude material was purified via silica gel column chromat...